Dataset: the Open Reaction Database (ORD), a public repository of structured organic reaction records. Task: describe an organic reaction: reactants, conditions, products, and yield RXN SMILES: [Br:43][c:44]1[c:45]([CH3:50])[n:46][c:47]([CH3:49])[s:48]1.[CH2:1]([CH3:2])[O:3][C:4]([CH2:5][c:6]1[cH:7][c:8]([O:12][c:13]2[c:14]([CH2:28][N:29]3[C:30](=[O:41])[O:31][CH:32]([c:35]4[cH:36][cH:37][cH:38][cH:39][cH:40]4)[CH:33]3[CH3:34])[cH:15][c:16]([B:19]3[O:20][C:21]([CH3:22])([CH3:23])[C:24]([CH3:25])([CH3:26])[O:27]3)[cH:17][cH:18]2)[cH:9][cH:10][cH:11]1)=[O:42]>>[CH2:1]([CH3:2])[O:3][C:4]([CH2:5][c:6]1[cH:7][c:8]([O:12][c:13]2[c:14]([CH2:28][N:29]3[C:30](=[O:41])[O:31][CH:32]([c:35]4[cH:36][cH:37][cH:38][cH:39][cH:40]4)[CH:33]3[CH3:34])[cH:15][c:16](-[c:44]3[c:45]([CH3:50])[n:46][c:47]([CH3:49])[s:48]3)[cH:17][cH:18]2)[cH:9][cH:10][cH:11]1)=[O:42]. Yields the product CCOC(=O)Cc1cccc(Oc2ccc(-c3sc(C)nc3C)cc2CN2C(=O)OC(c3ccccc3)C2C)c1. Starting materials: Cc1nc(C)c(Br)s1, CCOC(=O)Cc1cccc(Oc2ccc(B3OC(C)(C)C(C)(C)O3)cc2CN2C(=O)OC(c3ccccc3)C2C)c1. Yields the product O=C1[C@@H](CNC2=C(N1)C=CC=C2)NC(=O)OC(C)(C)C ((R)-(+)-2-oxo-3-tert-butoxycarbonylamino-1,3,4,5-tetrahydro-2H-1,5-benzodiazepine). RXN SMILES: [C:1]([O:5][C:6]([NH:8][C@H:9]([CH2:13][NH:14][C:15]1[CH:20]=[CH:19][CH:18]=[CH:17][C:16]=1[N+:21]([O-])=O)[C:10](O)=[O:11])=[O:7])([CH3:4])([CH3:3])[CH3:2]>O1CCCC1.[C].[Pd]>[O:11]=[C:10]1[NH:21][C:16]2[CH:17]=[CH:18][CH:19]=[CH:20][C:15]=2[NH:14][CH2:13][C@H:9]1[NH:8][C:6]([O:5][C:1]([CH3:4])([CH3:3])[CH3:2])=[O:7] |f:2.3|. The reagents and catalysts are [C].[Pd] (palladium carbon). Reported procedure: 10% palladium carbon (1 g) was added to a solution of (R)-(−)-2-tert-butoxycarbonylamino-3-(2-nitrophenylamino)propionic acid (7.6 g) in tetrahydrofuran (100 ml), and the mixture was stirred under hydrogen atmosphere at room temperature for 3 hours. The reaction mixture was filtrated, and the filtrate was concentrated under reduced pressure, to thereby obtain (R)-2-tert-butoxycarbonylamino-3-(2-aminophenylamino)propionic acid. The residue was dissolved in toluene (100 ml), the solution was reflu... Starting materials: C(C)(C)(C)OC(=O)N[C@@H](C(=O)O)CNC1=C(C=CC=C1)[N+](=O)[O-] ((R)-(−)-2-tert-butoxycarbonylamino-3-(2-nitrophenylamino)propionic acid). Conditions: time 3 hour. The yield is 79.6%. Solvent: O1CCCC1 (tetrahydrofuran). Starting materials: ClC1=CC(=CC=2C(OC(NC21)=O)(C)C)O (8-chloro-6-hydroxy-4,4-dimethyl-4H-3,1-benzoxazin-2-one), ClC=1C=C(C=CC1Cl)S(=O)CCCCBr (4-(3,4-dichloro-phenylsulfinyl)-butylbromide). Yields the product ClC1=CC(=CC=2C(OC(NC21)=O)(C)C)OCCCCS(=O)C2=CC(=C(C=C2)Cl)Cl (8-Chloro-6-[4-(3,4-dichloro-phenylsulfinyl)-butoxy]-4,4-dimethyl-4H-3,1-benzoxazin-2-one). As a reaction SMILES: [Cl:1][C:2]1[C:11]2[NH:10][C:9](=[O:12])[O:8][C:7]([CH3:14])([CH3:13])[C:6]=2[CH:5]=[C:4]([OH:15])[CH:3]=1.[Cl:16][C:17]1[CH:18]=[C:19]([S:24]([CH2:26][CH2:27][CH2:28][CH2:29]Br)=[O:25])[CH:20]=[CH:21][C:22]=1[Cl:23]>>[Cl:1][C:2]1[C:11]2[NH:10][C:9](=[O:12])[O:8][C:7]([CH3:13])([CH3:14])[C:6]=2[CH:5]=[C:4]([O:15][CH2:29][CH2:28][CH2:27][CH2:26][S:24]([C:19]2[CH:20]=[CH:21][C:22]([Cl:23])=[C:17]([Cl:16])[CH:18]=2)=[O:25])[CH:3]=1. Reported procedure: Prepared analogously to Example 4 from 8-chloro-6-hydroxy-4,4-dimethyl-4H-3,1-benzoxazin-2-one and 4-(3,4-dichloro-phenylsulfinyl)-butylbromide. The reactants are CN([SiH](C)C)[Si](C)(C)C, COCC(=O)O, C[Si](C)(C)Cl, C1CCOC1, c1ccncc1. Yields the product COCC(=O)O[Si](C)(C)C. Reaction SMILES: [CH3:13][SiH:14]([CH3:15])[N:20]([Si:16]([CH3:17])([CH3:18])[CH3:19])[CH3:21].[CH3:1][O:2][CH2:3][C:4](=[O:5])[OH:6].[Cl:22][Si:23]([CH3:24])([CH3:25])[CH3:26].[O:27]1[CH2:28][CH2:29][CH2:30][CH2:31]1.[cH:7]1[cH:8][cH:9][n:10][cH:11][cH:12]1>>[CH3:1][O:2][CH2:3][C:4](=[O:5])[O:6][Si:16]([CH3:17])([CH3:18])[CH3:19].